From a dataset of the Open Reaction Database (ORD), a public repository of structured organic reaction records. describe an organic reaction: reactants, conditions, products, and yield Starting materials: C(C)(C)OC(=O)N1CCC(CC1)OC1=NC=NC(=C1OC)Cl (4-(6-Chloro-5-methoxy-pyrimidin-4-yloxy)-piperidine-1-carboxylic acid isopropyl ester), C([O-])([O-])=O.[Cs+].[Cs+] (cesium carbonate), CS(=O)(=O)C=1C=C2CCNC2=CC1 (5-Methanesulfonyl-2,3-dihydro-1H-indole), F[B-](F)(F)F.C(C)(C)(C)[PH+](C(C)(C)C)C(C)(C)C (tri-t-butylphosphonium tetrafluoroborate). The reagents and catalysts are C=1C=CC(=CC1)/C=C/C(=O)/C=C/C2=CC=CC=C2.C=1C=CC(=CC1)/C=C/C(=O)/C=C/C2=CC=CC=C2.C=1C=CC(=CC1)/C=C/C(=O)/C=C/C2=CC=CC=C2.[Pd].[Pd] (tris(dibenzylideneacetone)-dipalladium). The solvent is O1CCOCC1 (dioxane), O1CCOCC1 (dioxane). Run at temperature 90 celsius. The product is C(C)(C)OC(=O)N1CCC(CC1)OC1=NC=NC(=C1OC)N1CCC2=CC(=CC=C12)S(=O)(=O)C (4-[6-(5-Methanesulfonyl-2,3-dihydro-indol-1-yl)-5-methoxy-pyrimidin-4-yloxy]-piperidine-1-carboxylic acid isopropyl ester). As a reaction SMILES: [CH:1]([O:4][C:5]([N:7]1[CH2:12][CH2:11][CH:10]([O:13][C:14]2[C:19]([O:20][CH3:21])=[C:18](Cl)[N:17]=[CH:16][N:15]=2)[CH2:9][CH2:8]1)=[O:6])([CH3:3])[CH3:2].C(=O)([O-])[O-].[Cs+].[Cs+].[CH3:29][S:30]([C:33]1[CH:34]=[C:35]2[C:39](=[CH:40][CH:41]=1)[NH:38][CH2:37][CH2:36]2)(=[O:32])=[O:31].F[B-](F)(F)F.C([PH+](C(C)(C)C)C(C)(C)C)(C)(C)C>C1C=CC(/C=C/C(/C=C/C2C=CC=CC=2)=O)=CC=1.C1C=CC(/C=C/C(/C=C/C2C=CC=CC=2)=O)=CC=1.C1C=CC(/C=C/C(/C=C/C2C=CC=CC=2)=O)=CC=1.[Pd].[Pd].O1CCOCC1>[CH:1]([O:4][C:5]([N:7]1[CH2:12][CH2:11][CH:10]([O:13][C:14]2[C:19]([O:20][CH3:21])=[C:18]([N:38]3[C:39]4[C:35](=[CH:34][C:33]([S:30]([CH3:29])(=[O:32])=[O:31])=[CH:41][CH:40]=4)[CH2:36][CH2:37]3)[N:17]=[CH:16][N:15]=2)[CH2:9][CH2:8]1)=[O:6])([CH3:3])[CH3:2] |f:1.2.3,5.6,7.8.9.10.11|. Procedure details: A mixture of 8a (49 mg, 0.15 mmol), cesium carbonate (0.11 g, 2 eq), 5-Methanesulfonyl-2,3-dihydro-1H-indole (35 mg, 1.2 eq), tris(dibenzylideneacetone)-dipalladium (31 mg, 0.1 eq), tri-t-butylphosphonium tetrafluoroborate (37 mg, 0.8 eq) and dioxane (1.5 mL) was heated at 90° C. for 4 h. The mixture cooled to room temperature, dioxane was added and the mixture was filtered and washed with DCM. The filtrate was concentrated under a stream of nitrogen and the residue was taken up in 1 mL of THF a... Reactants: C(CCCCCC)(O)O (heptane diol), Cl (hydrochloric acid), C1(=CC=CC=C1)C (toluene). Run in O (water). Yields the product ClCCCCCCCO (1-chloro-7-heptanol). RXN SMILES: [CH:1]([OH:9])(O)[CH2:2][CH2:3][CH2:4][CH2:5][CH2:6][CH3:7].[ClH:10].C1(C)C=CC=CC=1>O>[Cl:10][CH2:7][CH2:6][CH2:5][CH2:4][CH2:3][CH2:2][CH2:1][OH:9]. Procedure details: A mixture of 44 g of heptane diol, 400 ml of concentrated hydrochloric acid, 150 ml of toluene and 50 ml of water was stirred for two and half hours at reflux. The toluene fraction was removed and 200 ml of toluene were added to the aqueous fraction and the mixture was heated for five hours at 85° C. to 90° C. The toluene was removed and 200 ml of toluene and 100 ml of concentrated hydrochloric acid were added to the aqueous phase. The mixture was heated for five hours, then cooled and the organ... Reactants: CCCc1cc2c(cc1OCc1ccccc1)CCC1C2CCC2(C)C(O)CCC12, C[N+]1([O-])CCOCC1, CC(C)=O, CCC[N+](CCC)(CCC)CCC, ClCCl, O=[Ru](=O)(=O)[O-]. Reaction SMILES: [CH2:1]([c:2]1[cH:3][cH:4][cH:5][cH:6][cH:7]1)[O:8][c:9]1[cH:10][c:11]2[c:24]([cH:25][c:26]1[CH2:27][CH2:28][CH3:29])[CH:23]1[CH:14]([CH2:13][CH2:12]2)[CH:15]2[CH2:16][CH2:17][CH:18]([OH:30])[C:19]2([CH3:20])[CH2:21][CH2:22]1.[CH3:31][N+:32]1([O-:33])[CH2:34][CH2:35][O:36][CH2:37][CH2:38]1.[CH3:42][C:43](=[O:44])[CH3:45].[CH3:46][CH2:47][CH2:48][N+:49]([CH2:50][CH2:51][CH3:52])([CH2:53][CH2:54][CH3:55])[CH2:56][CH2:57][CH3:58].[Cl:39][CH2:40][Cl:41].[O:59]=[Ru:60](=[O:61])([O-:62])=[O:63]>>[CH2:1]([c:2]1[cH:3][cH:4][cH:5][cH:6][cH:7]1)[O:8][c:9]1[cH:10][c:11]2[c:24]([cH:25][c:26]1[CH2:27][CH2:28][CH3:29])[CH:23]1[CH:14]([CH2:13][CH2:12]2)[CH:15]2[CH2:16][CH2:17][C:18](=[O:30])[C:19]2([CH3:20])[CH2:21][CH2:22]1. Yields the product CCCc1cc2c(cc1OCc1ccccc1)CCC1C2CCC2(C)C(=O)CCC12. Reactants: C(CCCCC)OC=1C=C(C=O)C=CC1OCCCCCC (3,4-dihexoxybenzaldehyde), [BH4-].[Na+] (sodium borohydride). The solvent is C(C)O (ethanol). Reaction conditions: time 1 hour. Product: C(CCCCC)OC=1C=C(CO)C=CC1OCCCCCC (3,4-dihexoxybenzyl alcohol). Isolated yield 97.4%. RXN SMILES: [CH2:1]([O:7][C:8]1[CH:9]=[C:10]([CH:13]=[CH:14][C:15]=1[O:16][CH2:17][CH2:18][CH2:19][CH2:20][CH2:21][CH3:22])[CH:11]=[O:12])[CH2:2][CH2:3][CH2:4][CH2:5][CH3:6].[BH4-].[Na+]>C(O)C>[CH2:1]([O:7][C:8]1[CH:9]=[C:10]([CH:13]=[CH:14][C:15]=1[O:16][CH2:17][CH2:18][CH2:19][CH2:20][CH2:21][CH3:22])[CH2:11][OH:12])[CH2:2][CH2:3][CH2:4][CH2:5][CH3:6] |f:1.2|. Reported procedure: A mixture of 3,4-dihexoxybenzaldehyde (15.3 g., 0.05 M), sodium borohydride (1.85 g., 0.05 l M) and ethanol (350 ml.) is stirred at room temperature for one hour and then concentrated in vacuo. The residue is dissolved in chloroform (500 ml.), the solution washed with water (4×100 ml.), dried (Na2SO4) and evaporated under reduced pressure to give 3,4-dihexoxybenzyl alcohol (15.0 g.) as a pale yellow oil.